This data is from the Open Reaction Database (ORD), a public repository of structured organic reaction records. The task is: describe an organic reaction: reactants, conditions, products, and yield The reactants are N#CSc1ccc([N+]#N)c(C#N)c1, F[B-](F)(F)F, O. The product is N#CSc1ccc(F)c(C#N)c1. RXN SMILES: [C:6](#[N:7])[c:8]1[c:9]([N+:17]#[N:18])[cH:10][cH:11][c:12]([S:14][C:15]#[N:16])[cH:13]1.[F:1][B-:2]([F:3])([F:4])[F:5].[OH2:19]>>[F:1][c:9]1[c:8]([C:6]#[N:7])[cH:13][c:12]([S:14][C:15]#[N:16])[cH:11][cH:10]1. The reactants are C(C)OC1=C(C(=NC(=N1)N1CCN(CC1)C=O)N1CCS(CC1)=O)[N+](=O)[O-] (6-ethoxy-2-(N-formyl-piperazino)-5-nitro-4-(1-oxido-thiomorpholino)-pyrimidine), [OH-].[Na+] (sodium hydroxide), O (water). The solvent is CO (methanol). Product: C(C)OC1=C(C(=NC(=N1)N1CCNCC1)N1CCS(CC1)=O)[N+](=O)[O-] (6-Ethoxy-5-nitro-4-(1-oxido-thiomorpholino)-2-piperazino-pyrimidine). Reaction SMILES: [CH2:1]([O:3][C:4]1[N:9]=[C:8]([N:10]2[CH2:15][CH2:14][N:13](C=O)[CH2:12][CH2:11]2)[N:7]=[C:6]([N:18]2[CH2:23][CH2:22][S:21](=[O:24])[CH2:20][CH2:19]2)[C:5]=1[N+:25]([O-:27])=[O:26])[CH3:2].[OH-].[Na+].O>CO>[CH2:1]([O:3][C:4]1[N:9]=[C:8]([N:10]2[CH2:11][CH2:12][NH:13][CH2:14][CH2:15]2)[N:7]=[C:6]([N:18]2[CH2:19][CH2:20][S:21](=[O:24])[CH2:22][CH2:23]2)[C:5]=1[N+:25]([O-:27])=[O:26])[CH3:2] |f:1.2|. Reported procedure: 1.2 gm (3 millimols) of 6-ethoxy-2-(N-formyl-piperazino)-5-nitro-4-(1-oxido-thiomorpholino)-pyrimidine (m.p. 209°-211°C) were refluxed together with 1.2 gm (30 millimols) of sodium hydroxide in 80 ml of methanol for 3 hours. The reaction mixture was then poured into water, and the aqueous mixture was extracted with chloroform. The chloroform phase was dried with sodium sulfate, and the chloroform was removed in vacuo. Yield: 1 gm (89.6% of theory), m.p. 222°-223°C (ethanol). Reactants: CCOCC, CSc1cccc(N)c1, N#CBr. The product is CSc1cccc(NC#N)c1. Reaction SMILES: [CH2:13]([O:14][CH2:15][CH3:16])[CH3:17].[CH3:1][S:2][c:3]1[cH:4][c:5]([NH2:6])[cH:7][cH:8][cH:9]1.[N:10]#[C:11][Br:12]>>[CH3:1][S:2][c:3]1[cH:4][c:5]([NH:6][C:11]#[N:10])[cH:7][cH:8][cH:9]1. Starting materials: C(C)N1C=C(C(C2=CC(=C(C(=C12)F)F)F)=O)C(=O)O (1-ethyl-6,7,8-trifluoro-1,4-dihydro-4-oxoquinoline-3-carboxylic acid), CC1NCCNC1 (2-methylpiperazine). The solvent is N1=CC=CC=C1 (pyridine). Product: C(C)N1C=C(C(C2=CC(=C(C(=C12)F)N1CC(NCC1)C)F)=O)C(=O)O (1-Ethyl-6,8-difluoro-1,4-dihydro-7-(3-methyl-1-piperazinyl)-4-oxoquinoline-3-carboxylic acid). The yield is 27.8%. Reaction SMILES: [CH2:1]([N:3]1[C:12]2[C:7](=[CH:8][C:9]([F:15])=[C:10](F)[C:11]=2[F:13])[C:6](=[O:16])[C:5]([C:17]([OH:19])=[O:18])=[CH:4]1)[CH3:2].[CH3:20][CH:21]1[CH2:26][NH:25][CH2:24][CH2:23][NH:22]1>N1C=CC=CC=1>[CH2:1]([N:3]1[C:12]2[C:7](=[CH:8][C:9]([F:15])=[C:10]([N:25]3[CH2:24][CH2:23][NH:22][CH:21]([CH3:20])[CH2:26]3)[C:11]=2[F:13])[C:6](=[O:16])[C:5]([C:17]([OH:19])=[O:18])=[CH:4]1)[CH3:2]. Reported procedure: A mixture of 1.00 g of 1-ethyl-6,7,8-trifluoro-1,4-dihydro-4-oxoquinoline-3-carboxylic acid, 1.10 g of 2-methylpiperazine and 10 ml of pyridine was heated for 15 minutes under reflux. The reaction mixture was evaporated and methanol was added to the residue. The precipitate was filtered and recrystallized from ethanol to give 0.36 g of the title compound as colorless needles, M.p. 239°-240.5° C. Run at time 30 minute. Yield: 70.2%. RXN SMILES: C([O:4][C:5]1[CH:6]=[CH:7][C:8]([N:16]2[C:20]([CH3:21])=[N:19][N:18]=[N:17]2)=[C:9]([CH:15]=1)[C:10]([O:12][CH2:13][CH3:14])=[O:11])(=O)C.[O-]CC.[K+].O.[Cl-].[NH4+]>CN(C=O)C>[OH:4][C:5]1[CH:6]=[CH:7][C:8]([N:16]2[C:20]([CH3:21])=[N:19][N:18]=[N:17]2)=[C:9]([CH:15]=1)[C:10]([O:12][CH2:13][CH3:14])=[O:11] |f:1.2,4.5|. Product: OC=1C=CC(=C(C(=O)OCC)C1)N1N=NN=C1C (ethyl 5-hydroxy-2-(5-methyltetrazol-1-yl)benzoate). Run in CN(C)C=O (DMF). Procedure details: Ethyl 5-acetoxy-2-(5-methyltetrazol-1-yl)benzoate (164 g, 0.565 mol) was dissolved in 500 mL of DMF and immersed in a water bath. Potassium ethoxide (52.3 g, 0.621 mol) was added to this solution portionwise, keeping the reaction temperature below 40° C. After 30 minutes, the reaction was poured into 4 L of water and ammonium chloride was added to the solution until the product precipitated. After one hour of stirring, the precipitate was filtered and dried under a flow of air to give 98.5 g of ... The reactants are C(C)(=O)OC=1C=CC(=C(C(=O)OCC)C1)N1N=NN=C1C (Ethyl 5-acetoxy-2-(5-methyltetrazol-1-yl)benzoate), O (water), [Cl-].[NH4+] (ammonium chloride), [O-]CC.[K+] (Potassium ethoxide). Reactants: O=C(Cl)c1cccc(Br)c1, ClCCl, COc1ccc(C(=O)Nc2cc(N)ccc2C)cc1OC, c1ccncc1. Yields the product COc1ccc(C(=O)Nc2cc(NC(=O)c3cccc(Br)c3)ccc2C)cc1OC. As a reaction SMILES: [Br:1][c:2]1[cH:3][c:4]([C:5](=[O:6])[Cl:7])[cH:8][cH:9][cH:10]1.[CH2:38]([Cl:39])[Cl:40].[NH2:11][c:12]1[cH:13][cH:14][c:15]([CH3:31])[c:16]([NH:18][C:19]([c:20]2[cH:21][c:22]([O:28][CH3:29])[c:23]([O:26][CH3:27])[cH:24][cH:25]2)=[O:30])[cH:17]1.[cH:32]1[cH:33][cH:34][n:35][cH:36][cH:37]1>>[Br:1][c:2]1[cH:3][c:4]([C:5](=[O:6])[NH:11][c:12]2[cH:13][cH:14][c:15]([CH3:31])[c:16]([NH:18][C:19]([c:20]3[cH:21][c:22]([O:28][CH3:29])[c:23]([O:26][CH3:27])[cH:24][cH:25]3)=[O:30])[cH:17]2)[cH:8][cH:9][cH:10]1.